This data is from the Open Reaction Database (ORD), a public repository of structured organic reaction records. The task is: describe an organic reaction: reactants, conditions, products, and yield The reactants are [N+](=O)([O-])C=1C=C(C=CC1)S(=O)(=O)NC=1C=C(C=CC1)CC(C(=O)OCC)NC(CCC1=CC=CC=C1)=O (Ethyl 3-(3-[3-nitrophenylsulphonylamino]-phenyl)-3-phenylpropionylamino-propionate), [Sn](Cl)Cl (tin-(II) chloride). The product is NC=1C=C(C=CC1)S(=O)(=O)NC=1C=C(C=CC1)CC(C(=O)OCC)NC(CCC1=CC=CC=C1)=O (Ethyl 3-(3-[3-aminophenylsulphonylamino]-phenyl)-3-phenylpropionylamino-propionate). RXN SMILES: [N+:1]([C:4]1[CH:5]=[C:6]([S:10]([NH:13][C:14]2[CH:15]=[C:16]([CH2:20][CH:21]([NH:27][C:28](=[O:37])[CH2:29][CH2:30][C:31]3[CH:36]=[CH:35][CH:34]=[CH:33][CH:32]=3)[C:22]([O:24][CH2:25][CH3:26])=[O:23])[CH:17]=[CH:18][CH:19]=2)(=[O:12])=[O:11])[CH:7]=[CH:8][CH:9]=1)([O-])=O.[Sn](Cl)Cl>>[NH2:1][C:4]1[CH:5]=[C:6]([S:10]([NH:13][C:14]2[CH:15]=[C:16]([CH2:20][CH:21]([NH:27][C:28](=[O:37])[CH2:29][CH2:30][C:31]3[CH:36]=[CH:35][CH:34]=[CH:33][CH:32]=3)[C:22]([O:24][CH2:25][CH3:26])=[O:23])[CH:17]=[CH:18][CH:19]=2)(=[O:11])=[O:12])[CH:7]=[CH:8][CH:9]=1. Procedure details: Corresponding to Example 3d, 1.53 g of (6c) were treated with tin-(II) chloride. A yellowish solid was obtained (yield: 1.1 g). Starting materials: [OH-].[Na+] (sodium hydroxide), C1(CC1)OC1=CC=C2C(=CC(N(C2=C1)CC1OCCO1)=O)C (7-(cyclopropoxy)-1-(1,3-dioxolan-2-ylmethyl)-4-methylquinolin-2(1H)-one), FC(C(=O)O)(F)F (trifluoroacetic acid), C(O)([O-])=O.[Na+] (sodium hydrogen carbonate). The solvent is O (water), C(C)(=O)OCC (ethyl acetate). Conditions: time 6 hour. Yields the product C1(CC1)OC1=CC=C2C(=CC(N(C2=C1)CC=O)=O)C ((7-(cyclopropoxy)-4-methyl-2-oxo-1,2-dihydroquinolin-1-yl)acetaldehyde). Reaction SMILES: [CH:1]1([O:4][C:5]2[CH:14]=[C:13]3[C:8]([C:9]([CH3:22])=[CH:10][C:11](=[O:21])[N:12]3[CH2:15][CH:16]3OCC[O:17]3)=[CH:7][CH:6]=2)[CH2:3][CH2:2]1.FC(F)(F)C(O)=O.C(=O)([O-])O.[Na+].[OH-].[Na+]>O.C(OCC)(=O)C>[CH:1]1([O:4][C:5]2[CH:14]=[C:13]3[C:8]([C:9]([CH3:22])=[CH:10][C:11](=[O:21])[N:12]3[CH2:15][CH:16]=[O:17])=[CH:7][CH:6]=2)[CH2:2][CH2:3]1 |f:2.3,4.5|. Reported procedure: To 95 mg of 7-(cyclopropoxy)-1-(1,3-dioxolan-2-ylmethyl)-4-methylquinolin-2(1H)-one, 1.5 mL of an 80% aqueous trifluoroacetic acid solution was added, the mixture was stirred at room temperature for 6 hours, and then stood still at room temperature for 14 hours. Thereto were added ethyl acetate and water, and the mixture was neutralized with an aqueous saturated sodium hydrogen carbonate solution and an aqueous sodium hydroxide solution. The organic layer was separated, washed sequentially with ... The reactants are CN(C)C1=CC2=C(C=C1)C(=C3C=CC(=[N+](C)C)C=C3O2)C4=C(C=CC(=C4)C(=O)ON5C(=O)CCC5=O)C(=O)[O-] (6-TAMRA-SE), [O-]P([O-])(=O)OP(=O)([O-])OP(=O)([O-])[O-] (triphosphate). Solvent: C(=O)([O-])[O-].[Na+].[Na+].C(=O)(O)[O-].[Na+] (Na2CO3 NaHCO3), CS(=O)C (DMSO). The product is CN(C)C1=CC2=C(C=C1)C(=C3C=CC(=[N+](C)C)C=C3O2)C4=C(C=CC(=C4)C(=O)[O-])C(=O)O (6-TAMRA). As a reaction SMILES: [CH3:1][N:2]([C:4]1[CH:9]=[CH:8][C:7]2[C:10]([C:21]3[CH:26]=[C:25]([C:27]([O:29]N4C(=O)CCC4=O)=[O:28])[CH:24]=[CH:23][C:22]=3[C:37]([O-:39])=[O:38])=[C:11]3[C:19]([O:20][C:6]=2[CH:5]=1)=[CH:18][C:14](=[N+:15]([CH3:17])[CH3:16])[CH:13]=[CH:12]3)[CH3:3].[O-]P(OP(OP([O-])([O-])=O)([O-])=O)(=O)[O-]>CS(C)=O.C([O-])([O-])=O.[Na+].[Na+].C([O-])(O)=O.[Na+]>[CH3:17][N:15]([C:14]1[CH:13]=[CH:12][C:11]2[C:10]([C:21]3[CH:26]=[C:25]([C:27]([O-:29])=[O:28])[CH:24]=[CH:23][C:22]=3[C:37]([OH:39])=[O:38])=[C:7]3[C:6]([O:20][C:19]=2[CH:18]=1)=[CH:5][C:4](=[N+:2]([CH3:1])[CH3:3])[CH:9]=[CH:8]3)[CH3:16] |f:3.4.5.6.7|. Procedure details: A solution of 6-TAMRA-SE (0.75 mg, 1.4 μmol) in anhydrous DMSO (30 μL) was added to a solution of triphosphate dC.10 (1.6 μmol) in Na2CO3/NaHCO3 buffer (0.1 M, pH 9.2; 0.3 mL) and incubated at room temperature for 30 minutes. The reaction was purified with reverse-phase HPLC using a Perkin Elmer OD-300 C18 column (4.6×250 mm) to yield the 6-TAMRA labeled triphosphate WW2p080. Mobile phase: A, 100 mM triethylammonium acetate (TEAA) in water (pH 7.0); B, 100 mM TEAA in water/CH3CN (30:70). HPLC pu...